Dataset: the Open Reaction Database (ORD), a public repository of structured organic reaction records. Task: describe an organic reaction: reactants, conditions, products, and yield As a reaction SMILES: [CH2:27]([O:28][CH2:29][CH3:30])[CH3:31].[CH3:32][C:33]([CH3:34])=[O:35].[Cl:18][N:19]1[C:20](=[O:21])[CH2:22][CH2:23][C:24]1=[O:25].[O:36]=[CH:37][N:38]([CH3:39])[CH3:40].[OH2:26].[n:1]1[cH:2][c:3](-[c:7]2[cH:8][c:9]3[c:14]([cH:15][cH:16]2)[NH:13][C:12](=[O:17])[CH2:11][CH2:10]3)[cH:4][cH:5][cH:6]1>>[n:1]1[cH:2][c:3](-[c:7]2[cH:8][c:9]3[c:14]([c:15]([Cl:18])[cH:16]2)[NH:13][C:12](=[O:17])[CH2:11][CH2:10]3)[cH:4][cH:5][cH:6]1. Reactants: CCOCC, CC(C)=O, O=C1CCC(=O)N1Cl, CN(C)C=O, O, O=C1CCc2cc(-c3cccnc3)ccc2N1. Product: O=C1CCc2cc(-c3cccnc3)cc(Cl)c2N1. The product is C(C)(C)(C)OC(=O)NC1C(C(C2=CC=CC=C2C1)F)=O (3-Tert-butoxycarbonylamino-1-fluoro-3,4-dihydro-2(1H)-naphthalenone). Solvent: C(Cl)Cl (methylene chloride). Procedure details: To a solution of (±)-(1S,2S,3R)-3-tert-butoxycarbonylamino-1-fluoro-1,2,3,4-tetrahydro-2-naphthalenol (140mg) in anhydrous methylene chloride (5 ml) was added Dess-Martin periodinane (340 mg) and tert-butyl-alcohol (70 mg). Stirring was maintained at room temperature for 31/2 hours. The reaction was quenched with isopropanol and the reaction mixture was poured on a silica gel column (50 g, elution with cyclohexane: ethyl acetate, 9:1) to afford the title compound (105 mg) as an oil. Step G: 3-Am... The yield is 75.5%. RXN SMILES: [C:1]([O:5][C:6]([NH:8][C@@H:9]1[CH2:18][C:17]2[C:12](=[CH:13][CH:14]=[CH:15][CH:16]=2)[C@H:11]([F:19])[C@H:10]1[OH:20])=[O:7])([CH3:4])([CH3:3])[CH3:2].CC(OI1(OC(C)=O)(OC(C)=O)OC(=O)C2C=CC=CC1=2)=O.C(O)(C)(C)C>C(Cl)Cl>[C:1]([O:5][C:6]([NH:8][CH:9]1[CH2:18][C:17]2[C:12](=[CH:13][CH:14]=[CH:15][CH:16]=2)[CH:11]([F:19])[C:10]1=[O:20])=[O:7])([CH3:4])([CH3:2])[CH3:3]. Starting materials: C(C)(C)(C)OC(=O)N[C@H]1[C@@H]([C@H](C2=CC=CC=C2C1)F)O ((±)-(1S,2S,3R)-3-tert-butoxycarbonylamino-1-fluoro-1,2,3,4-tetrahydro-2-naphthalenol), CC(=O)OI1(C=2C=CC=CC2C(=O)O1)(OC(=O)C)OC(=O)C (Dess-Martin periodinane), C(C)(C)(C)O (tert-butyl-alcohol).